This data is from the Open Reaction Database (ORD), a public repository of structured organic reaction records. The task is: describe an organic reaction: reactants, conditions, products, and yield Starting materials: C(#C)C=1C=C(C=CC1)NC=1C2=C(N=CN1)SC1=C2CNC1 (N-(3-Ethynylphenyl)-6,7-dihydro-5H-pyrrolo[3′,4′:4,5]thieno[2,3-d]pyrimidin-4-amine), Cl.CN(C/C=C/C(=O)O)C ((2E)-4-(Dimethylamino)but-2-enoic acid hydrochloride). Yields the product CN(C/C=C/C(=O)N1CC2=C(SC=3N=CN=C(C32)NC3=CC(=CC=C3)C#C)C1)C (6-[(2E)-4-(Dimethylamino)but-2-enoyl]-N-(3-ethynylphenyl)-6,7-dihydro-5H-pyrrolo[3′,4′:4,5]thieno[2,3-d]pyrimidin-4-amine). As a reaction SMILES: [C:1]([C:3]1[CH:4]=[C:5]([NH:9][C:10]2[C:11]3[C:18]4[CH2:19][NH:20][CH2:21][C:17]=4[S:16][C:12]=3[N:13]=[CH:14][N:15]=2)[CH:6]=[CH:7][CH:8]=1)#[CH:2].Cl.[CH3:23][N:24]([CH3:31])[CH2:25]/[CH:26]=[CH:27]/[C:28](O)=[O:29]>>[CH3:23][N:24]([CH3:31])[CH2:25]/[CH:26]=[CH:27]/[C:28]([N:20]1[CH2:21][C:17]2[S:16][C:12]3[N:13]=[CH:14][N:15]=[C:10]([NH:9][C:5]4[CH:6]=[CH:7][CH:8]=[C:3]([C:1]#[CH:2])[CH:4]=4)[C:11]=3[C:18]=2[CH2:19]1)=[O:29] |f:1.2|. Procedure details: In analogy to Example 89, the title compound was prepared from N-(3-ethynylphenyl)-6,7-dihydro-5H-pyrrolo[3′,4′:4,5]thieno[2,3-d]pyrimidin-4-amine from Example 27A (40 mg, 0.12 mmol) and (2E)-4-(dimethylamino)but-2-enoic acid hydrochloride from Example 1A (27 mg, 0.17 mmol) to yield 11 mg (22%).